Dataset: the Open Reaction Database (ORD), a public repository of structured organic reaction records. Task: describe an organic reaction: reactants, conditions, products, and yield Reactants: Ice water, ClN1C(CCC1=O)=O (N-chlorosuccinimide), C(C)(C)(C)[Si](OC1=CC=C2C=CNC2=C1)(C)C (6-(tert-butyl-dimethyl-silanyloxy)-1H-indole). Solvent: ClCCl (dichloromethane), ClCCl (dichloromethane). Run at time 2 hour. The product is C(C)(C)(C)[Si](OC1=CC=C2C(=CNC2=C1)Cl)(C)C (6-(tert-Butyl-dimethyl-silanyloxy)-3-chloro-1H-indole). Yield: 99.0%. Reaction SMILES: [Cl:1]N1C(=O)CCC1=O.[C:9]([Si:13]([CH3:25])([CH3:24])[O:14][C:15]1[CH:23]=[C:22]2[C:18]([CH:19]=[CH:20][NH:21]2)=[CH:17][CH:16]=1)([CH3:12])([CH3:11])[CH3:10]>ClCCl>[C:9]([Si:13]([CH3:25])([CH3:24])[O:14][C:15]1[CH:23]=[C:22]2[C:18]([C:19]([Cl:1])=[CH:20][NH:21]2)=[CH:17][CH:16]=1)([CH3:12])([CH3:11])[CH3:10]. Reported procedure: A solution of N-chlorosuccinimide (270 mg, 2 mmol) in dichloromethane (4 ml) is added within 30 min to a solution of 6-(tert-butyl-dimethyl-silanyloxy)-1H-indole (500 mg, 2 mmol) in dichloromethane (10 ml) at 0° C. under an argon atmosphere. The solution was naturally warmed to ambient temperature and stirred for 2 h. Ice water was added and the mixture was extracted two times with tert-butyl methyl ether. The combined extracts were dried over sodium sulfate and the solvent was removed under red... Procedure details: 4.16 g (23.6 mmol) of BOC-glycine were dissolved in 30 ml of N,N-dimethylformamide and treated portionwise with 4.08 g (25.2 mmol) of 1,1'-carbonyldiimidazole. After completion of the CO2 evolution the solution was stirred at 50° for 20 min. Then, 7.36 g (22.2 mmol) of (S)-8-chloro-11,12,13,13a-tetrahydro-9-oxo-9H-imidazo[1,5-a]pyrrolo[2,1-c][1,4]benzodiazepine-1-carboxamidoxime were added and the mixture was stirred at 90° overnight. The reaction mixture was evaporated, the residue was dissolve... Product: C(=O)(OC(C)(C)C)C1=NC(N(O1)CN)C=1N=CN2C1[C@H]1N(C(C3=C2C=CC=C3Cl)=O)CCC1 ((S)-1-(5-BOC-aminomethyl-1,2,4-oxadiazol-3-yl)-8-chloro-11,12,13,13a-tetrahydro-9H-imidazo[1,5-a]pyrrolo[2,1-c][1,4]benzodiazepin-9-one). Run at time 8 hour. The reactants are ClC1=CC=CC2=C1C(N1[C@H](C=3N2C=NC3C(N)=NO)CCC1)=O ((S)-8-chloro-11,12,13,13a-tetrahydro-9-oxo-9H-imidazo[1,5-a]pyrrolo[2,1-c][1,4]benzodiazepine-1-carboxamidoxime), C(=O)(OC(C)(C)C)NCC(=O)O (BOC-glycine), C(=O)=O (CO2), C(=O)(N1C=NC=C1)N1C=NC=C1 (1,1'-carbonyldiimidazole). As a reaction SMILES: [C:1](NCC(O)=O)([O:3][C:4]([CH3:7])([CH3:6])[CH3:5])=[O:2].[C:13](N1C=CN=C1)([N:15]1C=CN=C1)=O.[C:25](=O)=O.[Cl:28][C:29]1[C:34]2[C:35](=[O:50])[N:36]3[CH2:49][CH2:48][CH2:47][C@H:37]3[C:38]3[N:39]([CH:40]=[N:41][C:42]=3[C:43](=[N:45][OH:46])[NH2:44])[C:33]=2[CH:32]=[CH:31][CH:30]=1>CN(C)C=O>[C:1]([C:25]1[O:46][N:45]([CH2:13][NH2:15])[CH:43]([C:42]2[N:41]=[CH:40][N:39]3[C:33]4[CH:32]=[CH:31][CH:30]=[C:29]([Cl:28])[C:34]=4[C:35](=[O:50])[N:36]4[CH2:49][CH2:48][CH2:47][C@H:37]4[C:38]=23)[N:44]=1)([O:3][C:4]([CH3:5])([CH3:6])[CH3:7])=[O:2]. Isolated yield 74.0%. Run in CN(C=O)C (N,N-dimethylformamide). Starting materials: FC=1C=C(C=CC1F)C=1C2=C(N(N1)C(=O)N[C@H](C(=O)NC)C(C)(C)C)CCOC2 ((S)-3-(3,4-difluorophenyl)-N-(3,3-dimethyl-1-(methyl-amino)-1-oxobutan-2-yl)-6,7-dihydropyrano[4,3-c]pyrazole-1(4H)-carboxamide), N[C@@H](C(C)(C)C)C(=O)N (tert-leucine amide). Yields the product NC([C@H](C(C)(C)C)NC(=O)N1N=C(C2=C1CCOC2)C2=CC(=C(C=C2)F)F)=O ((S)-N-(1-amino-3,3-dimethyl-1-oxobutan-2-yl)-3-(3,4-difluorophenyl)-6,7-dihydropyrano[4,3-c]pyrazole-1(4H)-carboxamide). RXN SMILES: [F:1][C:2]1[CH:3]=[C:4]([C:9]2[C:10]3[CH2:29][O:28][CH2:27][CH2:26][C:11]=3[N:12]([C:14]([NH:16][C@@H:17]([C:22]([CH3:25])([CH3:24])[CH3:23])[C:18]([NH:20]C)=[O:19])=[O:15])[N:13]=2)[CH:5]=[CH:6][C:7]=1[F:8].N[C@H](C(N)=O)C(C)(C)C>>[NH2:20][C:18](=[O:19])[C@@H:17]([NH:16][C:14]([N:12]1[C:11]2[CH2:26][CH2:27][O:28][CH2:29][C:10]=2[C:9]([C:4]2[CH:5]=[CH:6][C:7]([F:8])=[C:2]([F:1])[CH:3]=2)=[N:13]1)=[O:15])[C:22]([CH3:25])([CH3:23])[CH3:24]. Procedure details: Compound 99 was prepared according to the procedure for the synthesis of compound 28 by replacing tert-leucine methylamide with tert-leucine amide. Starting materials: CC1=CC=C2C=CC=[N+](C2=C1)[O-] (7-Methylquinoline N-oxide), [Si](C)(C)(C)C#N (TMS-CN), CN(C(=O)Cl)C (dimethylcarbamoyl chloride). Run in C(Cl)Cl (methylene chloride). Reaction conditions: time 8 hour. The product is CC1=CC=C2C=CC(=NC2=C1)C#N (7-Methylquinoline-2-carbonitrile). Isolated yield 71.8%. As a reaction SMILES: [CH3:1][C:2]1[CH:11]=[C:10]2[C:5]([CH:6]=[CH:7][CH:8]=[N+:9]2[O-])=[CH:4][CH:3]=1.[Si]([C:17]#[N:18])(C)(C)C.CN(C)C(Cl)=O>C(Cl)Cl>[CH3:1][C:2]1[CH:11]=[C:10]2[C:5]([CH:6]=[CH:7][C:8]([C:17]#[N:18])=[N:9]2)=[CH:4][CH:3]=1. Reported procedure: To a solution of 7-methylquinoline N-oxide (1-2, 246 g, 1.54 mol, 1.0 equiv) in methylene chloride (5 L, 0.31 M) was added TMS-CN (414 ml, 3.1 mol., 2 equiv.) followed by dimethylcarbamoyl chloride (284 ml, 3.1 mol. 2 equiv), and the resulting mixture was stirred at room temperature overnight. The solution was quenched with saturated sodium bicarbonate, diluted with water, and extracted with dichloromethane. The combined organic layers were dried over MgSO4, filtered and the solvent removed to g... The reactants are [BH4-], C1CCOC1, CO, Cc1ncc(C=CC=O)cn1, [Na+]. The product is Cc1ncc(C=CCO)cn1. As a reaction SMILES: [BH4-:12].[CH2:16]1[O:17][CH2:18][CH2:19][CH2:20]1.[CH3:14][OH:15].[CH3:1][c:2]1[n:3][cH:4][c:5]([CH:8]=[CH:9][CH:10]=[O:11])[cH:6][n:7]1.[Na+:13]>>[CH3:1][c:2]1[n:3][cH:4][c:5]([CH:8]=[CH:9][CH2:10][OH:11])[cH:6][n:7]1. Reactants: C1(=CC=CC=C1)NC(=O)N1CCNCC1 (piperazine-1-carboxylic acid phenylamide), OC=1C=C(C=O)C=CC1 (3-hydroxybenzaldehyde), [OH-].[Na+] (NaOH), Cl (HCl), [BH-](OC(=O)C)(OC(=O)C)OC(=O)C.[Na+] (NaB(OAc)3H). The solvent is C(Cl)Cl (DCM), C(C)(=O)O (acetic acid). Conditions: time 8 hour. Product: C1(=CC=CC=C1)NC(=O)N1CCN(CC1)CC1=CC(=CC=C1)O (4-(3-Hydroxy-benzyl)-piperazine-1-carboxylic acid phenylamide). Isolated yield 82.4%. RXN SMILES: [C:1]1([NH:7][C:8]([N:10]2[CH2:15][CH2:14][NH:13][CH2:12][CH2:11]2)=[O:9])[CH:6]=[CH:5][CH:4]=[CH:3][CH:2]=1.[OH:16][C:17]1[CH:18]=[C:19]([CH:22]=[CH:23][CH:24]=1)[CH:20]=O.[BH-](OC(C)=O)(OC(C)=O)OC(C)=O.[Na+].[OH-].[Na+].Cl>C(Cl)Cl.C(O)(=O)C>[C:1]1([NH:7][C:8]([N:10]2[CH2:15][CH2:14][N:13]([CH2:20][C:19]3[CH:22]=[CH:23][CH:24]=[C:17]([OH:16])[CH:18]=3)[CH2:12][CH2:11]2)=[O:9])[CH:6]=[CH:5][CH:4]=[CH:3][CH:2]=1 |f:2.3,4.5|. Reported procedure: To a solution of piperazine-1-carboxylic acid phenylamide (2.0 g) and 3-hydroxybenzaldehyde (3.0 g) in DCM (200 mL) was added acetic acid (1.1 mL) followed by portion-wise addition of NaB(OAc)3H (6.0 g). The reaction mixture was stirred overnight. A solution of 10% aq. NaOH (30 mL) was added until the pH of the aqueous phase was 11. A solution of 1 N HCl was then added until the pH of the aqueous phase was 6-7. The aqueous phase was extracted with DCM (200 mL). The combined organic layers were d... Reactants: ICCCCC1=CC=C(C=C1)OCC1=CC=CC=C1 (Benzyl 4-(4-iodobutyl)phenyl ether), N1N=NC=C1 (1H-1,2,3-triazole), C([O-])([O-])=O.[K+].[K+] (potassium carbonate). Run in CN(C)C=O (DMF). Conditions: temperature 70 celsius, time 26.5 hour. The product is C(C1=CC=CC=C1)OC1=CC=C(C=C1)CCCCN1N=NC=C1 (1-[4-(4-benzyloxyphenyl)butyl]-1H-1,2,3-triazole). Isolated yield 42.4%. Reaction SMILES: I[CH2:2][CH2:3][CH2:4][CH2:5][C:6]1[CH:11]=[CH:10][C:9]([O:12][CH2:13][C:14]2[CH:19]=[CH:18][CH:17]=[CH:16][CH:15]=2)=[CH:8][CH:7]=1.[NH:20]1[CH:24]=[CH:23][N:22]=[N:21]1.C(=O)([O-])[O-].[K+].[K+]>CN(C=O)C>[CH2:13]([O:12][C:9]1[CH:10]=[CH:11][C:6]([CH2:5][CH2:4][CH2:3][CH2:2][N:20]2[CH:24]=[CH:23][N:22]=[N:21]2)=[CH:7][CH:8]=1)[C:14]1[CH:19]=[CH:18][CH:17]=[CH:16][CH:15]=1 |f:2.3.4|. Reported procedure: Benzyl 4-(4-iodobutyl)phenyl ether (1.1 g), 1H-1,2,3-triazole (0.31 g), and potassium carbonate (0.622 g) were suspended in DMF (7.5 ml), followed by stirring at 70° C. for 26.5 hours. After cooling, the reaction mixture was extracted with ethyl acetate and washed with water and saturated saline. Under reduced pressure, the solvent was distilled off; the residue was subjected to silica gel column chromatography (eluent: hexane-ethyl acetate=4:1→2:3) to yield the titled compound (0.391 g).